This data is from the Open Reaction Database (ORD), a public repository of structured organic reaction records. The task is: describe an organic reaction: reactants, conditions, products, and yield Reactants: CCCCCC, C[Si](C)(C)C=[N+]=[N-], CO, O=C(O)c1ccc(F)cc1O, c1ccccc1. The product is COC(=O)c1ccc(F)cc1O. Reaction SMILES: [CH3:12][CH2:13][CH2:14][CH2:15][CH2:16][CH3:17].[CH3:18][Si:19]([CH:20]=[N+:21]=[N-:22])([CH3:23])[CH3:24].[CH3:31][OH:32].[F:1][c:2]1[cH:3][c:4]([OH:11])[c:5]([C:6](=[O:7])[OH:8])[cH:9][cH:10]1.[cH:25]1[cH:26][cH:27][cH:28][cH:29][cH:30]1>>[F:1][c:2]1[cH:3][c:4]([OH:11])[c:5]([C:6](=[O:7])[O:8][CH3:12])[cH:9][cH:10]1. Reactants: P(=O)(Cl)(Cl)Cl (phosphoryl trichloride), ClC=1C(=NC=CC1)N1CCC(CC1)(C#N)O (1-(3-chloropyridin-2-yl)-4-hydroxypiperidine-4-carbonitrile), ClC=1C(=NC=CC1)N1CCC(CC1)(C#N)O (1-(3-chloropyridin-2-yl)-4-hydroxypiperidine-4-carbonitrile). Run in N1=CC=CC=C1 (pyridine). Reaction conditions: time 30 minute. Product: ClC=1C(=NC=CC1)N1CCC(=CC1)C#N (1-(3-chloropyridin-2-yl)-1,2,3,6-tetrahydropyridine-4-carbonitrile). Reaction SMILES: P(Cl)(Cl)(Cl)=O.[Cl:6][C:7]1[C:8]([N:13]2[CH2:18][CH2:17][C:16](O)([C:19]#[N:20])[CH2:15][CH2:14]2)=[N:9][CH:10]=[CH:11][CH:12]=1>N1C=CC=CC=1>[Cl:6][C:7]1[C:8]([N:13]2[CH2:14][CH:15]=[C:16]([C:19]#[N:20])[CH2:17][CH2:18]2)=[N:9][CH:10]=[CH:11][CH:12]=1. Procedure details: At 0° C., phosphoryl trichloride (10 g, 68 mmol) was slowly added into a solution of 1-(3-chloropyridin-2-yl)-4-hydroxypiperidine-4-carbonitrile (compound 22) (8 g, 33 mmol) in pyridine. After stirred at RT for 30 minutes, the reaction was washed by a HCl solution, and extracted by ethyl acetate. The organic layer was evaporated to give a crude product, which was purified using column chromatography to give the product. The product is ON=C1CCCN(Cc2ccccc2)CC1. As a reaction SMILES: [CH2:1]([c:2]1[cH:3][cH:4][cH:5][cH:6][cH:7]1)[N:8]1[CH2:9][CH2:10][C:11](=[O:15])[CH2:12][CH2:13][CH2:14]1.[CH3:20][C:21](=[O:22])[O-:23].[ClH:16].[NH2:17][OH:18].[Na+:19].[Na+:25].[OH-:24].[OH2:26]>>[CH2:1]([c:2]1[cH:3][cH:4][cH:5][cH:6][cH:7]1)[N:8]1[CH2:9][CH2:10][C:11](=[N:17][OH:18])[CH2:12][CH2:13][CH2:14]1. The reactants are O=C1CCCN(Cc2ccccc2)CC1, CC(=O)[O-], Cl, NO, [Na+], [Na+], [OH-], O. RXN SMILES: [NH:1]1[CH:5]=[C:4]([C:6]([C:8]2[CH:17]=[CH:16][C:15]3[C:10](=[CH:11][CH:12]=[C:13]([O:18][CH3:19])[CH:14]=3)[CH:9]=2)=[O:7])[N:3]=[CH:2]1.[CH:20]1([Mg]Br)[CH2:24][CH2:23][CH2:22][CH2:21]1>C1COCC1>[CH:20]1([C:6]([C:4]2[N:3]=[CH:2][NH:1][CH:5]=2)([C:8]2[CH:17]=[CH:16][C:15]3[C:10](=[CH:11][CH:12]=[C:13]([O:18][CH3:19])[CH:14]=3)[CH:9]=2)[OH:7])[CH2:24][CH2:23][CH2:22][CH2:21]1. Procedure details: In a similar manner to that described in Example 1-(iv), the reaction of (1H-imidazol-4-yl)-(6-methoxynaphthalen-2-yl)ketone (0.60 g) with cyclopentylmagnesium bromide in THF (1.0 M, 10 ml) was carried out to give the titled compound (0.80 g) as a colorless solid. Run in C1CCOC1 (THF). Product: C1(CCCC1)C(O)(C1=CC2=CC=C(C=C2C=C1)OC)C=1N=CNC1 (1-Cyclopentyl-1-(1H-imidazol-4-yl)-1-(6-methoxynaphthalen-2-yl)methanol). Starting materials: N1C=NC(=C1)C(=O)C1=CC2=CC=C(C=C2C=C1)OC ((1H-imidazol-4-yl)-(6-methoxynaphthalen-2-yl)ketone), C1(CCCC1)[Mg]Br (cyclopentylmagnesium bromide). Reactants: C1(=CC=C(C=C1)S(=O)(=O)Cl)C (p-Toluenesulphonyl chloride), C(C)OC1=CC=C(C=C1)C(CO)(CO)CCCC1=CC(=CC=C1)OC1=CC=CC=C1 (2-(4-Ethoxyphenyl)-2-[3-(3-phenoxyphenyl)propyl]propane-1,3-diol), hydrochloric acid ice. Reagents/catalysts: CN(C1=CC=NC=C1)C (4-dimethylaminopyridine). The solvent is N1=CC=CC=C1 (pyridine), N1=CC=CC=C1 (pyridine). Conditions: time 2 hour. The product is C(C)OC1=CC=C(C=C1)C1(CSC1)CCCC1=CC(=CC=C1)OC1=CC=CC=C1 (3-(4-Ethoxyphenyl)-3-[3-(3-phenoxyphenyl)propyl]thietane). The yield is 161.2%. Reaction SMILES: [CH2:1]([O:3][C:4]1[CH:9]=[CH:8][C:7]([C:10]([CH2:15][CH2:16][CH2:17][C:18]2[CH:23]=[CH:22][CH:21]=[C:20]([O:24][C:25]3[CH:30]=[CH:29][CH:28]=[CH:27][CH:26]=3)[CH:19]=2)([CH2:13]O)[CH2:11]O)=[CH:6][CH:5]=1)[CH3:2].C1(C)C=CC([S:37](Cl)(=O)=O)=CC=1>N1C=CC=CC=1.CN(C)C1C=CN=CC=1>[CH2:1]([O:3][C:4]1[CH:9]=[CH:8][C:7]([C:10]2([CH2:15][CH2:16][CH2:17][C:18]3[CH:23]=[CH:22][CH:21]=[C:20]([O:24][C:25]4[CH:30]=[CH:29][CH:28]=[CH:27][CH:26]=4)[CH:19]=3)[CH2:13][S:37][CH2:11]2)=[CH:6][CH:5]=1)[CH3:2]. Reported procedure: 2-(4-Ethoxyphenyl)-2-[3-(3-phenoxyphenyl)propyl]propane-1,3-diol (25 g) was dissolved in pyridine (150 ml) and 4-dimethylaminopyridine added (20 mg). p-Toluenesulphonyl chloride (23.4 g), dissolved in pyridine (20 ml), was added dropwise at -5° C. The mixture was allowed to rise to room temperature over 2 hours and stirred overnight. It was then added to a hydrochloric acid-ice mixture, extracted with ether and the extract dried and evaporated to give 40.1 g of crude product which was used witho...